describe an organic reaction: reactants, conditions, products, and yield From a dataset of the Open Reaction Database (ORD), a public repository of structured organic reaction records. The reactants are CC1(NCOC1)C (4,4-dimethyloxazolidine), CN(C)C(=[N+](C)C)ON1C2=C(C=CC=C2)N=N1.[B-](F)(F)(F)F (TBTU), CCN(C(C)C)C(C)C (DIEA), C1(CC1)COC1=C(C=CC(=N1)C(=O)O)N1CC(C1)(F)F (6-cyclopropylmethoxy-5-(3,3-difluoro-azetidin-1-yl)-pyridine-2-carboxylic acid). Yields the product C1(CC1)COC1=C(C=CC(=N1)C(=O)N1COCC1(C)C)N1CC(C1)(F)F ([6-Cyclopropylmethoxy-5-(3,3-difluoro-azetidin-1-yl)-pyridin-2-yl]-(4,4-dimethyl-oxazolidin-3-yl)-methanone). Reaction SMILES: [CH:1]1([CH2:4][O:5][C:6]2[N:11]=[C:10]([C:12]([OH:14])=O)[CH:9]=[CH:8][C:7]=2[N:15]2[CH2:18][C:17]([F:20])([F:19])[CH2:16]2)[CH2:3][CH2:2]1.[CH3:21][C:22]1([CH3:27])[CH2:26][O:25][CH2:24][NH:23]1.CN(C(ON1N=NC2C=CC=CC1=2)=[N+](C)C)C.[B-](F)(F)(F)F.CCN(C(C)C)C(C)C>>[CH:1]1([CH2:4][O:5][C:6]2[N:11]=[C:10]([C:12]([N:23]3[C:22]([CH3:27])([CH3:21])[CH2:26][O:25][CH2:24]3)=[O:14])[CH:9]=[CH:8][C:7]=2[N:15]2[CH2:18][C:17]([F:20])([F:19])[CH2:16]2)[CH2:2][CH2:3]1 |f:2.3|. Reported procedure: In analogy to the procedure described in Example 47 b), 6-cyclopropylmethoxy-5-(3,3-difluoro-azetidin-1-yl)-pyridine-2-carboxylic acid (Example 1 b)) was reacted with 4,4-dimethyloxazolidine (CAN 51200-87-4) in the presence of TBTU and DIEA to obtain the title compound as white solid; MS (EI): m/e=368.5 [MH+]. Starting materials: CC=1C=C(CCl)C=CC1[N+](=O)[O-] (3-Methyl-4-nitrobenzyl chloride), IC=1C=C(NC1)C(C(F)(F)F)=O (4-iodo-2-(trifluoroacetyl)pyrrole), C([O-])([O-])=O.[K+].[K+] (potassium carbonate). Solvent: CN(C)C=O (DMF), C(C)(=O)OCC (ethyl acetate). The product is IC=1C=C(N(C1)CC1=CC(=C(C=C1)[N+](=O)[O-])C)C(C(F)(F)F)=O (4-iodo-1-(3-methyl-4-nitrobenzyl)-2-trifluoroacetyl-1H-pyrrole). Isolated yield 33.4%. As a reaction SMILES: [CH3:1][C:2]1[CH:3]=[C:4]([CH:7]=[CH:8][C:9]=1[N+:10]([O-:12])=[O:11])[CH2:5]Cl.[I:13][C:14]1[CH:15]=[C:16]([C:19](=[O:24])[C:20]([F:23])([F:22])[F:21])[NH:17][CH:18]=1.C(=O)([O-])[O-].[K+].[K+]>CN(C=O)C.C(OCC)(=O)C>[I:13][C:14]1[CH:15]=[C:16]([C:19](=[O:24])[C:20]([F:21])([F:22])[F:23])[N:17]([CH2:5][C:4]2[CH:7]=[CH:8][C:9]([N+:10]([O-:12])=[O:11])=[C:2]([CH3:1])[CH:3]=2)[CH:18]=1 |f:2.3.4|. Procedure: 3-Methyl-4-nitrobenzyl chloride (0.63 g), 4-iodo-2-(trifluoroacetyl)pyrrole (0.89 g) and potassium carbonate (0.57 g) were stirred in DMF (10 ml) at room temperature for 2 hours. The reaction solution was diluted with ethyl acetate and washed with water and saturated aqueous solution of sodium chloride. After drying the organic layer with magnesium sulfate, the solvent was distilled off under the reduced pressure and the obtained residue was purified by silica gel column chromatography to obtain... The reactants are COC(=O)N1CC(CC1)C1=CC(=CC=C1)NS(=O)(=O)C1=CC=C(C=C1)OC(F)(F)F (3-[3-(4-Trifluoromethoxy-benzenesulfonylamino)-phenyl]-pyrrolidine-1-carboxylic acid methyl ester), Cl (HCl). Solvent: CCO (EtOH). The product is N1CC(CC1)C=1C=C(C=CC1)NS(=O)(=O)C1=CC=C(C=C1)OC(F)(F)F (N-(3-Pyrrolidin-3-yl-phenyl)-4-trifluoromethoxy-benzenesulfonamide). Isolated yield 45.8%. As a reaction SMILES: COC([N:5]1[CH2:9][CH2:8][CH:7]([C:10]2[CH:15]=[CH:14][CH:13]=[C:12]([NH:16][S:17]([C:20]3[CH:25]=[CH:24][C:23]([O:26][C:27]([F:30])([F:29])[F:28])=[CH:22][CH:21]=3)(=[O:19])=[O:18])[CH:11]=2)[CH2:6]1)=O.Cl>CCO>[NH:5]1[CH2:9][CH2:8][CH:7]([C:10]2[CH:11]=[C:12]([NH:16][S:17]([C:20]3[CH:25]=[CH:24][C:23]([O:26][C:27]([F:30])([F:28])[F:29])=[CH:22][CH:21]=3)(=[O:19])=[O:18])[CH:13]=[CH:14][CH:15]=2)[CH2:6]1. Reported procedure: 3-[3-(4-Trifluoromethoxy-benzenesulfonylamino)-phenyl]-pyrrolidine-1-carboxylic acid methyl ester (500 mg, 1.13 mmol) and HCl (8M, 137.82 mmol) in EtOH (10 ml) were heated under reflux for 48 h. The mixture was extracted twice with ethyl acetate and then NaOH (2M) was added. The aqueous phase was extracted twice with ethyl acetate. The combined organic layers were washed with water and saturated sodium chloride solution, dried over MgSO4 and evaporated under reduced pressure to give the product ...